From a dataset of the Open Reaction Database (ORD), a public repository of structured organic reaction records. describe an organic reaction: reactants, conditions, products, and yield Reactants: C(C1=C(C=CC=C1)SSC1=C(C(=O)Cl)C=CC=C1)(=O)Cl (2,2'-dithiobisbenzoyl chloride), [N+](=O)([O-])C=1C=C(N)C=CC1 (3-nitroaniline). The solvent is N1=CC=CC=C1 (pyridine), ClCCl (dichloromethane). Yields the product [N+](=O)([O-])C=1C=C(C=CC1)NC(C1=C(C=CC=C1)SSC1=C(C(=O)NC2=CC(=CC=C2)[N+](=O)[O-])C=CC=C1)=O (2,2'-Dithiobis[N-(3-nitrophenyl)benzamide]). Yield: 24.9%. RXN SMILES: [C:1](Cl)(=[O:19])[C:2]1[CH:7]=[CH:6][CH:5]=[CH:4][C:3]=1[S:8][S:9][C:10]1[CH:18]=[CH:17][CH:16]=[CH:15][C:11]=1[C:12](Cl)=[O:13].[N+:21]([C:24]1[CH:25]=[C:26]([CH:28]=[CH:29][CH:30]=1)[NH2:27])([O-:23])=[O:22]>ClCCl.N1C=CC=CC=1>[N+:21]([C:24]1[CH:25]=[C:26]([NH:27][C:1](=[O:19])[C:2]2[CH:7]=[CH:6][CH:5]=[CH:4][C:3]=2[S:8][S:9][C:10]2[CH:18]=[CH:17][CH:16]=[CH:15][C:11]=2[C:12]([NH:27][C:26]2[CH:28]=[CH:29][CH:30]=[C:24]([N+:21]([O-:23])=[O:22])[CH:25]=2)=[O:13])[CH:28]=[CH:29][CH:30]=1)([O-:23])=[O:22]. Procedure details: This compound was prepared according to the general method of Example 77 using 2,2'-dithiobisbenzoyl chloride (2.00 g, 5.83 mmol) in 50 mL of dichloromethane and 3-nitroaniline (1.60 g, 11.6 mmol) in 13 mL of pyridine. The crude product was recrystallized once from ethanol-ether, then twice from acetonitrile-DMF-water to yield 0.79 g of the title compound, mp>270° C. Reactants: O (water), C(#N)C1=CC=2C(CCC(C2C=C1C)(C)C)(C)C (2-cyano-3-methyl-5,5,8,8-tetramethyl-5,6,7,8-tetrahydronaphthalene), C(C)(=O)O (acetic acid), [H-].C(C(C)C)[Al+]CC(C)C (diisobutyl aluminum hydride). Run in ClCCl (dichloromethane). Conditions: time 16 hour. Yields the product C(=O)C1=CC=2C(CCC(C2C=C1C)(C)C)(C)C (2-formyl-3-methyl-5,5,8,8-tetramethyl-5,6,7,8-tetrahydronaphthalene). Yield: 63.0%. Reaction SMILES: [C:1]([C:3]1[C:12]([CH3:13])=[CH:11][C:10]2[C:9]([CH3:15])([CH3:14])[CH2:8][CH2:7][C:6]([CH3:17])([CH3:16])[C:5]=2[CH:4]=1)#N.[H-].C([Al+]CC(C)C)C(C)C.C(O)(=[O:30])C.O>ClCCl>[CH:1]([C:3]1[C:12]([CH3:13])=[CH:11][C:10]2[C:9]([CH3:15])([CH3:14])[CH2:8][CH2:7][C:6]([CH3:17])([CH3:16])[C:5]=2[CH:4]=1)=[O:30] |f:1.2|. Reported procedure: To a solution of 18.7 g (82.3 mmol) of 2-cyano-3-methyl-5,5,8,8-tetramethyl-5,6,7,8-tetrahydronaphthalene in 280 mL of dichloromethane, cooled at −78°, was added 123 mL (123 mmol) of diisobutyl aluminum hydride (1.0 M in toluene). The reaction mixture was stirred and allowed to gradually warm to room temperature. After 16 hours, the reaction mixture was treated with 30 mL of acetic acid added dropwise, followed by 150 mL of water. The organic layer was separated, diluted with 200 mL of hexane, w... As a reaction SMILES: Cl.[NH2:2][CH2:3][C:4]#[C:5][CH2:6][Cl:7].O.[OH-].[Na+].[C:11]([O:15][C:16](=O)[O:17]C(C)(C)C)([CH3:14])([CH3:13])[CH3:12]>O1CCOCC1>[C:11]([O:15][C:16]([NH:2][CH2:3][C:4]#[C:5][CH2:6][Cl:7])=[O:17])([CH3:14])([CH3:13])[CH3:12] |f:0.1,3.4|. The reactants are Cl.NCC#CCCl (1-Amino-4-chloro-2-butyne hydrochloride), C(C)(C)(C)OC(OC(C)(C)C)=O (di-t-butylcarbonate), O (water), [OH-].[Na+] (NaOH). Procedure: Ex-8c) 14.1 g of 1-Amino-4-chloro-2-butyne hydrochloride was taken up in 70 mL of dioxane and :35 mL water. 4 g NaOH was added and the reaction mixture was stirred for 30 minutes followed by the addition of 21.8 g di-t-butylcarbonate at 20° C. The reaction mixture was stirred at 20° C. to 25° C. for 8 h and then the lower organic layer was separated. The upper aqueous layer was extracted with 100 mL of dichloromethane. Organic layers were combined and washed with 50% aqueous NaHCO3, dried over a... Yield: 43.9%. Run in O1CCOCC1 (dioxane). Product: C(C)(C)(C)OC(=O)NCC#CCCl (1-t-Butyloxycarbonylamino-4-chloro-2-butyne). Run at time 30 minute. Reactants: crude product, O (water), C([O-])([O-])=O.[K+].[K+] (potassium carbonate), IC1=C(C(=O)OC)C=CC=C1 (methyl 2-iodobenzoate), C(#N)C1=CC=C(C=C1)B(O)O (4-cyano-phenylboronic acid). The reagents and catalysts are [Pd](Cl)Cl.C1(=C(C=CC=C1)P(C1=C(C=CC=C1)C)C1=C(C=CC=C1)C)C.C1(=C(C=CC=C1)P(C1=C(C=CC=C1)C)C1=C(C=CC=C1)C)C (bis-(tri-o-tolylphosphine) palladium (II) chloride). The solvent is C1CCOC1 (THF). Run at time 8 hour. Yields the product C(#N)C1=CC=C(C=C1)C=1C(=CC=CC1)C(=O)OC (methyl 4′-cyano-1,1′-biphenyl-2-carboxylate). Yield: 86.0%. As a reaction SMILES: O.C(=O)([O-])[O-].[K+].[K+].I[C:9]1[CH:18]=[CH:17][CH:16]=[CH:15][C:10]=1[C:11]([O:13][CH3:14])=[O:12].[C:19]([C:21]1[CH:26]=[CH:25][C:24](B(O)O)=[CH:23][CH:22]=1)#[N:20]>[Pd](Cl)Cl.C1(C)C=CC=CC=1P(C1C=CC=CC=1C)C1C=CC=CC=1C.C1(C)C=CC=CC=1P(C1C=CC=CC=1C)C1C=CC=CC=1C.C1COCC1>[C:19]([C:21]1[CH:26]=[CH:25][C:24]([C:9]2[C:10]([C:11]([O:13][CH3:14])=[O:12])=[CH:15][CH:16]=[CH:17][CH:18]=2)=[CH:23][CH:22]=1)#[N:20] |f:1.2.3,6.7.8|. Procedure details: To 500 mL of THF was added water (18.4 mL, 1.02 mol), potassium carbonate (70.5 g, 0.510 mol), methyl 2-iodobenzoate (53.5 g, 0.204 mol), 4-cyano-phenylboronic acid (30.0 g, 0.204 mol) and bis-(tri-o-tolylphosphine) palladium (II) chloride (1.65 g, 2.04 mmol). This mixture was heated to reflux for 3.5 hours and then cooled to ambient temperature for continued stirring overnight. The solvent was then removed under reduced pressure prior to dilution with EtOAc/water. The organic layer was extracte... Reactants: OC1=CC=C(C=C1)CC(CC(=O)OC)(C)C (Methyl 4-(4-hydroxyphenyl)-3,3-dimethylbutanoate), OCCC1=CC=CC(=N1)NC(OC(C)(C)C)=O (tert-butyl 6-(2-hydroxyethyl)pyridin-2-ylcarbamate), C1(=CC=CC=C1)P(C1=CC=CC=C1)C1=CC=CC=C1 (triphenyl phosphine), N(=NC(=O)OC(C)C)C(=O)OC(C)C (diisopropyl azodicarboxylate). Run in C1CCOC1 (THF). Conditions: temperature 22 celsius, time 16 hour. Product: C(C)(C)(C)OC(=O)NC1=CC=CC(=N1)CCOC1=CC=C(C=C1)CC(CC(=O)OC)(C)C (Methyl 4-[4-(2-{6-[(tert-butoxycarbonyl)amino]pyridin-2-yl}ethoxy)phenyl]-3,3-dimethylbutanoate). As a reaction SMILES: [OH:1][C:2]1[CH:7]=[CH:6][C:5]([CH2:8][C:9]([CH3:16])([CH3:15])[CH2:10][C:11]([O:13][CH3:14])=[O:12])=[CH:4][CH:3]=1.O[CH2:18][CH2:19][C:20]1[N:25]=[C:24]([NH:26][C:27](=[O:33])[O:28][C:29]([CH3:32])([CH3:31])[CH3:30])[CH:23]=[CH:22][CH:21]=1.C1(P(C2C=CC=CC=2)C2C=CC=CC=2)C=CC=CC=1.N(C(OC(C)C)=O)=NC(OC(C)C)=O>C1COCC1>[C:29]([O:28][C:27]([NH:26][C:24]1[N:25]=[C:20]([CH2:19][CH2:18][O:1][C:2]2[CH:3]=[CH:4][C:5]([CH2:8][C:9]([CH3:16])([CH3:15])[CH2:10][C:11]([O:13][CH3:14])=[O:12])=[CH:6][CH:7]=2)[CH:21]=[CH:22][CH:23]=1)=[O:33])([CH3:32])([CH3:31])[CH3:30]. Reported procedure: To a stirred solution of the product of STEP 4 (0.45 g), the product of STEP 6 (0.723 g), triphenyl phosphine (0.80 g, Aldrich) in THF (10 mL) at −78° C. was added diisopropyl azodicarboxylate (Aldrich, 0.63 mL) over 3 minutes. The mixture was stirred at −78° C. for 3 hours and at 22° C. for 16 hours. The mixture was concentrated in vacuo and the residue was chromatographed over silica gel using 20% ethyl acetate in hexane as eluant. The fractions containing the desired product were pooled and c...